This data is from the Open Reaction Database (ORD), a public repository of structured organic reaction records. The task is: describe an organic reaction: reactants, conditions, products, and yield The reactants are [OH-].[Na+] (sodium hydroxide), SC1=NN=C2N1C=CC=C2C(F)(F)F (3-mercapto-8-trifluoromethyl-1,2,4-triazolo(4,3-a)pyridine), ClCCN1CCN(CC1)C1=C(C=C(C=C1)F)F (1-chloro-2-[4-(2,4-difluorophenyl)piperazin-1-yl]ethane), Cl (hydrochloride). Run in C(C)O (ethanol), C(C)N(CC)CC (triethylamine), CCOCC (ether). The product is FC1=C(C=CC(=C1)F)N1CCN(CC1)CCSC1=NN=C2N1C=CC=C2C(F)(F)F (3-[2-(4-(2,4-difluorophenyl)piperazin-1-yl)ethylmercapto]-8-trifluoromethyl-1,2,4-triazolo(4,3-a)pyridine). Isolated yield 58.9%. Reaction SMILES: [SH:1][C:2]1[N:6]2[CH:7]=[CH:8][CH:9]=[C:10]([C:11]([F:14])([F:13])[F:12])[C:5]2=[N:4][N:3]=1.Cl[CH2:16][CH2:17][N:18]1[CH2:23][CH2:22][N:21]([C:24]2[CH:29]=[CH:28][C:27]([F:30])=[CH:26][C:25]=2[F:31])[CH2:20][CH2:19]1.Cl.[OH-].[Na+]>C(O)C.C(N(CC)CC)C.CCOCC>[F:31][C:25]1[CH:26]=[C:27]([F:30])[CH:28]=[CH:29][C:24]=1[N:21]1[CH2:20][CH2:19][N:18]([CH2:17][CH2:16][S:1][C:2]2[N:6]3[CH:7]=[CH:8][CH:9]=[C:10]([C:11]([F:13])([F:14])[F:12])[C:5]3=[N:4][N:3]=2)[CH2:23][CH2:22]1 |f:3.4|. Procedure: A solution of 13 g of 3-mercapto-8-trifluoromethyl-1,2,4-triazolo(4,3-a)pyridine, prepared in Example 18, and 15.5 g of 1-chloro-2-[4-(2,4-difluorophenyl)piperazin-1-yl]ethane as the base, freed from its hydrochloride, prepared in Example 7, by the addition of sodium hydroxide and extraction with ether, in 75 ml of ethanol containing 10 ml of triethylamine is heated under reflux for 6 hours. The reaction mixture is then concentrated in vacuo and the residue is taken up with methylene chloride, w... Reactants: C(C)(C)N(C(C)C)CC (N,N-diisopropylethylamine), CS(=O)C (dimethyl sulfoxide), ClC1=C(C=CC=C1)S(=O)(=O)OC=1C=C(OCCCO)C=C(C1)C (3-[3-(2-chlorophenylsulfonyloxy)-5-methylphenoxy]propanol). The solvent is ClCCl (dichloromethane). Run at time 1 hour. Product: ClC1=C(C=CC=C1)S(=O)(=O)OC=1C=C(OCCC=O)C=C(C1)C (3-[3-(2-Chlorophenylsulfonyloxy)-5-methylphenoxy]propionaldehyde). The yield is 46.8%. As a reaction SMILES: [Cl:1][C:2]1[CH:7]=[CH:6][CH:5]=[CH:4][C:3]=1[S:8]([O:11][C:12]1[CH:13]=[C:14]([CH:20]=[C:21]([CH3:23])[CH:22]=1)[O:15][CH2:16][CH2:17][CH2:18][OH:19])(=[O:10])=[O:9].C(N(CC)C(C)C)(C)C.CS(C)=O>ClCCl>[Cl:1][C:2]1[CH:7]=[CH:6][CH:5]=[CH:4][C:3]=1[S:8]([O:11][C:12]1[CH:13]=[C:14]([CH:20]=[C:21]([CH3:23])[CH:22]=1)[O:15][CH2:16][CH2:17][CH:18]=[O:19])(=[O:9])=[O:10]. Procedure: Sulfur trioxide pyridine complex (847 mg, 5.36 mmol) was added to a solution of 619 mg (1.74 mmol) of 3-[3-(2-chlorophenylsulfonyloxy)-5-methylphenoxy]propanol, as prepared in the preceding step, 411 μL (3.23 mmol) of N,N-diisopropylethylamine, and 230 μL (3.0 mmol) of anhydrous dimethyl sulfoxide in anhydrous dichloromethane (10 mL). The reaction mixture was stirred at ambient temperature for 1 h and then quenched with 10% aqueous citric acid (20 mL). The reaction mixture was extracted with die... The product is N[C@@H](CC(O)=O)C(=O)N[C@@H](CC1=CC=CC=C1)C(=O)OC (Asp-Phe-OMe). Reported procedure: 80 μl buffer (0.5 M Hepes/Na+; pH 7) are added to 50 mg (0.2 mmol) AC-Asp(OK)-OK and 83 mg (0.4 mmol) H-Phe-OME.HCl in a closable polypropylene vessel and the components are immediately mixed intensively with a spatula. The reaction mixture is thermostatically controlled at 40° C. on a water-bath and the reaction is then started with 20 μl buffer comprising 4 mg thermolysin preparation (Sigma P 1512). Reactants: Hepes Na+, N[C@@H](CC(O[K])=O)C(=O)O[K] (Asp(OK)-OK), COC(=O)[C@H](CC1=CC=CC=C1)N.Cl (H-Phe-OME.HCl). Reaction SMILES: [NH2:1][C@H:2]([C:8]([O:10][K])=O)[CH2:3][C:4](=[O:7])[O:5][K].[CH3:12][O:13][C:14]([C@@H:16]([NH2:24])[CH2:17][C:18]1[CH:23]=[CH:22][CH:21]=[CH:20][CH:19]=1)=[O:15].Cl>>[NH2:1][C@H:2]([C:8]([NH:24][C@H:16]([C:14]([O:13][CH3:12])=[O:15])[CH2:17][C:18]1[CH:23]=[CH:22][CH:21]=[CH:20][CH:19]=1)=[O:10])[CH2:3][C:4](=[O:7])[OH:5] |f:1.2|. Reactants: ClCC1=NC(=CC=C1)CCl (2,6-bis(chloromethyl)pyridine), N1=C(C=CC=C1)CNCC1=NC=CC=C1 (bis(2-pyridylmethyl)amine), N,N-diisopropylethylamide. Solvent: C1CCOC1 (THF). Run at time 7 day. Product: ClCC1=CC=CC(=N1)CN(CC1=NC=CC=C1)CC1=NC=CC=C1 (((6-chloromethyl-2-pyridyl)methyl)bis(2-pyridylmethyl)amine). Reaction SMILES: [N:1]1[CH:6]=[CH:5][CH:4]=[CH:3][C:2]=1[CH2:7][NH:8][CH2:9][C:10]1[CH:15]=[CH:14][CH:13]=[CH:12][N:11]=1.Cl[CH2:17][C:18]1[CH:23]=[CH:22][CH:21]=[C:20]([CH2:24][Cl:25])[N:19]=1>C1COCC1>[Cl:25][CH2:24][C:20]1[N:19]=[C:18]([CH2:17][N:8]([CH2:7][C:2]2[CH:3]=[CH:4][CH:5]=[CH:6][N:1]=2)[CH2:9][C:10]2[CH:15]=[CH:14][CH:13]=[CH:12][N:11]=2)[CH:23]=[CH:22][CH:21]=1. Procedure details: In a 250 ml three-necked flask 1 equivalent of bis(2-pyridylmethyl)amine was dissolved in 100 ml of THF and the solution was admixed with 1 equivalent of 2,6-bis(chloromethyl)pyridine and 4 equivalents of N,N-diisopropylethylamide. The solution was stirred at room temperature for 7 days. The solution was filtered and the filtrate was purified by column chromatography. The reactants are [Al+3], N#CCc1cccc(OCc2ccccc2)c1, C1CCOC1, [H-], [H-], [H-], [H-], [Li+]. The product is NCCc1cccc(OCc2ccccc2)c1. Reaction SMILES: [Al+3:19].[CH2:1]([c:2]1[cH:3][cH:4][cH:5][cH:6][cH:7]1)[O:8][c:9]1[cH:10][c:11]([CH2:15][C:16]#[N:17])[cH:12][cH:13][cH:14]1.[CH2:24]1[O:25][CH2:26][CH2:27][CH2:28]1.[H-:18].[H-:21].[H-:22].[H-:23].[Li+:20]>>[CH2:1]([c:2]1[cH:3][cH:4][cH:5][cH:6][cH:7]1)[O:8][c:9]1[cH:10][c:11]([CH2:15][CH2:16][NH2:17])[cH:12][cH:13][cH:14]1. Reactants: CC(C)([O-])C.[K+] (potassium t-butoxide), IC (iodomethane), [Br-].[K+] (potassium bromide), ClC=1C=CC2=C(C(=NO2)CN2C=NC=C2)C1 (5-chloro-3-[(1H-imidazol-1-yl)methyl]-1,2-benzisoxazole), C(=O)=O.C(C)(C)O (dry ice isopropanol). The solvent is CN(C=O)C (dimethylformamide), CN(C=O)C (dimethylformamide). Conditions: temperature 35 celsius, time 5 minute. Product: Cl.ClC=1C=CC2=C(C(=NO2)C(C)N2C=NC=C2)C1 (5-chloro-3-[1-(1H-imidazol-1-yl)ethyl]1,2-benzisoxazole hydrochloride). RXN SMILES: [Cl:1][C:2]1[CH:3]=[CH:4][C:5]2[O:9][N:8]=[C:7]([CH2:10][N:11]3[CH:15]=[CH:14][N:13]=[CH:12]3)[C:6]=2[CH:16]=1.[C:17](=O)=O.C(O)(C)C.CC(C)([O-])C.[K+].IC.[Br-].[K+]>CN(C)C=O>[ClH:1].[Cl:1][C:2]1[CH:3]=[CH:4][C:5]2[O:9][N:8]=[C:7]([CH:10]([N:11]3[CH:15]=[CH:14][N:13]=[CH:12]3)[CH3:17])[C:6]=2[CH:16]=1 |f:1.2,3.4,6.7,9.10|. Reported procedure: A solution of 5-chloro-3-[(1H-imidazol-1-yl)methyl]-1,2-benzisoxazole (500 g, 2.14 moles) in dimethylformamide (3.5 L) is cooled to -35° C. (dry ice/isopropanol bath) and is subsequently added, all at once, to a precooled (-35° C.) solution of potassium t-butoxide (266 g, 2.37 moles) in dimethylformamide (3.5 L). A deep red color develops immediately. The mixture is stirred at 35° C. for 5 minutes and is then cooled to -55° C. over a period of 10 minutes. At this point, iodomethane (433 g, 3.05 ... Starting materials: S1C(=NC2=C1C=CC=C2)CNC2CCN(CC2)CC(O)COC2=CC=C(C=C2)F (4-[(2-benzothiazolyl)methylamino]-α-[(4-fluorophenoxy)methyl]-1-piperidineethanol), OC(C(=O)O)C(C(=O)O)O (2,3-dihydroxybutanedioic acid). Solvent: C(C)O (ethanol). The product is S1C(=NC2=C1C=CC=C2)CNC2CCN(CC2)CC(O)COC2=CC=C(C=C2)F ((+)-4-[(2-benzothiazolyl)methylamino]-α-[(4-fluorophenoxy)-methyl]-1-piperidineethanol), OC(C(=O)[O-])C(C(=O)[O-])O (2,3-dihydroxybutanedioate). Yield: 94.0%. Reaction SMILES: [S:1]1[C:5]2[CH:6]=[CH:7][CH:8]=[CH:9][C:4]=2[N:3]=[C:2]1[CH2:10][NH:11][CH:12]1[CH2:17][CH2:16][N:15]([CH2:18][CH:19]([CH2:21][O:22][C:23]2[CH:28]=[CH:27][C:26]([F:29])=[CH:25][CH:24]=2)[OH:20])[CH2:14][CH2:13]1.[OH:30][CH:31]([CH:35]([OH:39])[C:36]([OH:38])=[O:37])[C:32]([OH:34])=[O:33]>C(O)C>[S:1]1[C:5]2[CH:6]=[CH:7][CH:8]=[CH:9][C:4]=2[N:3]=[C:2]1[CH2:10][NH:11][CH:12]1[CH2:13][CH2:14][N:15]([CH2:18][CH:19]([CH2:21][O:22][C:23]2[CH:24]=[CH:25][C:26]([F:29])=[CH:27][CH:28]=2)[OH:20])[CH2:16][CH2:17]1.[OH:30][CH:31]([CH:35]([OH:39])[C:36]([O-:38])=[O:37])[C:32]([O-:34])=[O:33]. Procedure details: To a stirred solution of 5 parts of 4-[(2-benzothiazolyl)methylamino]-α-[(4-fluorophenoxy)methyl]-1-piperidineethanol in 80 parts of ethanol were added 1.8 parts of (+)-[R-(R*,R*)]-2,3-dihydroxybutanedioic acid while boiling. The product was allowed to crystallize. It was filtered off and dried, yielding 5.5 parts (94%) of (+)-4-[(2-benzothiazolyl)methylamino]-α-[(4-fluorophenoxy)-methyl]-1-piperidineethanol [R-(R*,R*)]-2,3-dihydroxybutanedioate (2:1); mp. 189.1° C. (457). The reactants are [OH-].[Li+] (lithium hydroxide), ClC=1C=CC2=C(C=C(C(O2)C(F)(F)F)C(=O)OCC)C1 (ethyl 6-chloro-2-trifluoromethyl-2H-1-benzopyran-3-carboxylate), Cl (HCl). Run in O (water), CO (methanol). Reaction conditions: time 16 hour. Product: ClC=1C=CC2=C(C=C(C(O2)C(F)(F)F)C(=O)O)C1 (6-chloro-2-trifluoromethyl-2H-1-benzopyran-3-carboxylic acid). Isolated yield 85.5%. As a reaction SMILES: [Cl:1][C:2]1[CH:3]=[CH:4][C:5]2[O:10][CH:9]([C:11]([F:14])([F:13])[F:12])[C:8]([C:15]([O:17]CC)=[O:16])=[CH:7][C:6]=2[CH:20]=1.[OH-].[Li+].Cl>CO.O>[Cl:1][C:2]1[CH:3]=[CH:4][C:5]2[O:10][CH:9]([C:11]([F:13])([F:12])[F:14])[C:8]([C:15]([OH:17])=[O:16])=[CH:7][C:6]=2[CH:20]=1 |f:1.2|. Procedure: A solution of the ester from Step 1 (13.02 g, 42 mmole) was dissolved in 200 mL of methanol and 20 mL of water, treated with lithium hydroxide (5.36 g, 0.128 mole) and stirred at room temperature for 16 hours. The reaction mixture was acidified with 1.2 N HCl, whereupon a solid formed that was isolated by filtration. The solid was washed with 200 mL of water and 200 mL of hexanes and dried in vacuo to afford the title compound as a yellow solid (10.00 g, 85%): mp 181–184° C.